From a dataset of the Open Reaction Database (ORD), a public repository of structured organic reaction records. describe an organic reaction: reactants, conditions, products, and yield Starting materials: C(#N)[S-].[K+] (KSCN), C(C)OC(C(C(C)=O)=NO)=O (2-hydroxyimino-3-oxo-butyric acid ethyl ester). The reagents and catalysts are [Pd] (Pd/C). Run in O (water), CCO (EtOH), Cl (HCl), O (water), Cl (HCl). Conditions: time 48 hour. Yields the product C(C)OC(=O)C=1NC(NC1C)=S (5-methyl-2-thioxo-2,3-dihydro-1H-imidazole-4-carboxylic Acid Ethyl Ester). As a reaction SMILES: [CH2:1]([O:3][C:4](=[O:11])[C:5](=[N:9]O)[C:6](=O)[CH3:7])[CH3:2].[C:12]([S-:14])#[N:13].[K+]>Cl.O.CCO.[Pd]>[CH2:1]([O:3][C:4]([C:5]1[NH:9][C:12](=[S:14])[NH:13][C:6]=1[CH3:7])=[O:11])[CH3:2] |f:1.2|. Procedure details: Pd/C (10%, 1.00 g) is added to a solution of 2-hydroxyimino-3-oxo-butyric acid ethyl ester (62.8 mmol) in HCl (1.25 M in EtOH, 75 mL) and the mixture is stirred at RT under a hydrogen atmosphere (4 bar) for 48 h. After filtration through celite and removal of the solvents crude 2-amino-3-oxo-butyric acid ethyl ester hydrochloride is obtained which is dissolved in a mixture of water (220 mL), EtOH (30 mL) and conc HCl (37%, 2.5 mL). A solution of KSCN (49.9 mmol) in water (25 mL) is added and the... Reactants: ClC1=CC2=C(SC3=C(C=CC=C3)C3(CCNCC3)C2=O)C=C1 (2-chloro-10,11-dihydro-11-oxospiro[dibenz(b,f)thiepin-10,4'-piperidine]), base, C([O-])(O)=O.[Na+] (sodium bicarbonate), [I-].[K+] (potassium iodide), C(C#C)Br (propargyl bromide). Solvent: CN(C=O)C (dimethylformamide). Product: ClC1=CC2=C(SC3=C(C=CC=C3)C3(CCN(CC3)CC#C)C2=O)C=C1 (2-chloro-10,11-dihydro-11-oxo-1'-(2-propynyl)spiro[dibenz(b,f)thiepin-10,4'-piperidine]). Reaction SMILES: [Cl:1][C:2]1[CH:22]=[CH:21][C:5]2[S:6][C:7]3[CH:12]=[CH:11][CH:10]=[CH:9][C:8]=3[C:13]3([C:19](=[O:20])[C:4]=2[CH:3]=1)[CH2:18][CH2:17][NH:16][CH2:15][CH2:14]3.C(=O)(O)[O-].[Na+].[I-].[K+].[CH2:30](Br)[C:31]#[CH:32]>CN(C)C=O>[Cl:1][C:2]1[CH:22]=[CH:21][C:5]2[S:6][C:7]3[CH:12]=[CH:11][CH:10]=[CH:9][C:8]=3[C:13]3([C:19](=[O:20])[C:4]=2[CH:3]=1)[CH2:14][CH2:15][N:16]([CH2:32][C:31]#[CH:30])[CH2:17][CH2:18]3 |f:1.2,3.4|. Procedure details: A mixture of 2.5 g of 2-chloro-10,11-dihydro-11-oxospiro[dibenz(b,f)thiepin-10,4'-piperidine], free base of Example 5, 2.5 g of sodium bicarbonate, 2.0 g of potassium iodide and 1.1 g of propargyl bromide in 30 ml of dimethylformamide is treated according to the procedure of Example 16 to provide 2-chloro-10,11-dihydro-11-oxo-1'-(2-propynyl)spiro[dibenz(b,f)thiepin-10,4'-piperidine]. The reactants are ClS(=O)(=O)O (chlorosulfonic acid), C(C)C1=C(C=CC=C1)O (2-ethylphenol), C([O-])([O-])=O.[K+].[K+] (potassium carbonate), BrCC(=O)OCC (ethyl bromoacetate), Ice water. Run in CC(CC)=O (2-butanone). Run at time 6 hour. The product is C(C)OC(COC1=C(C=C(C=C1)S(=O)(=O)Cl)CC)=O ((4-chlorosulfonyl-2-ethyl-phenoxy)-acetic acid ethyl ester). Reaction SMILES: [CH2:1]([C:3]1[CH:8]=[CH:7][CH:6]=[CH:5][C:4]=1[OH:9])[CH3:2].C(=O)([O-])[O-].[K+].[K+].Br[CH2:17][C:18]([O:20][CH2:21][CH3:22])=[O:19].[Cl:23][S:24](O)(=[O:26])=[O:25]>CC(=O)CC>[CH2:21]([O:20][C:18](=[O:19])[CH2:17][O:9][C:4]1[CH:5]=[CH:6][C:7]([S:24]([Cl:23])(=[O:26])=[O:25])=[CH:8][C:3]=1[CH2:1][CH3:2])[CH3:22] |f:1.2.3|. Reported procedure: A solution of 2-ethylphenol (24.4 g, 200 mmol), potassium carbonate (41.4 g, 300 mmol) and ethyl bromoacetate (36.7 g, 220 mmol) in 2-butanone (250 ml) was stirred at 100° C. for 24 h. The reaction mixture was filtered and evaporated. The residue was dissolved in benzol (100 ml), washed with sodium carbonate solution (5%, 25 ml), dried and evaporated. The residue was dissolved in dichloromethane (100 ml) and chlorosulfonic acid (34.9 g, 300 mmol) was added slowly at −5° C. The reaction mixture w...